This data is from the Open Reaction Database (ORD), a public repository of structured organic reaction records. The task is: describe an organic reaction: reactants, conditions, products, and yield Starting materials: CC(C)(C)OC(=O)NC(Cc1cn(C(=O)OC(C)(C)C)c2ccccc12)C(=O)O (Boc-Trp(Boc)-OH), [Br]C1=CC=C(C(C)=O)C=C1 (1-acetyl-4-bromobenzene). The reagents and catalysts are [Cs+].[Cs+].[O-]C([O-])=O (CsCO3), CC(C)(C)C1=CC(=NC=C1)C2=NC=CC(=C2)C(C)(C)C (4,4-di-tert-butyl-2,2-bipyridyl), COCCOC.Cl[Ni]Cl (NiCl2-glyme), CC(C)(C)C1=CC2=N(->[Ir+]34(<-N5=CC(C(F)(F)F)=CC=C5C5=C(F)C=C(F)C=C53)(<-N3=CC(C(F)(F)F)=CC=C3C3=C(F)C=C(F)C=C34)<-N3=C2C=C(C(C)(C)C)C=C3)C=C1.F[P-](F)(F)(F)(F)F (Ir[dF(CF3)ppy]2(dtbbpy)PF6). The solvent is CN(C)C=O (DMF). Conditions: temperature 23 celsius, time 72 hour. The product is CC(=O)C1=CC=C(C(Cc2cn(C(=O)OC(C)(C)C)c3ccccc23)NC(=O)OC(C)(C)C)C=C1. Isolated yield 83.0%. Procedure details: Prior to irradiation, the reaction mixture was degassed by bubbling argon for 20 minutes The reactants are C(=O)(OC)CCSC1=C(N=CS1)C(=O)OC(C)(C)C (tert.-butyl 5-(2-carbomethoxyethylthio)-1,3-thiazol-4-ylcarboxylate). The solvent is FC(C(=O)O)(F)F (trifluoroacetic acid). The product is C(=O)(OC)CCSC1=C(N=CS1)C(=O)O (5-(2-Carbomethoxyethylthio)-1,3-thiazol-4-ylcarboxylic acid). As a reaction SMILES: [C:1]([CH2:5][CH2:6][S:7][C:8]1[S:12][CH:11]=[N:10][C:9]=1[C:13]([O:15]C(C)(C)C)=[O:14])([O:3][CH3:4])=[O:2]>FC(F)(F)C(O)=O>[C:1]([CH2:5][CH2:6][S:7][C:8]1[S:12][CH:11]=[N:10][C:9]=1[C:13]([OH:15])=[O:14])([O:3][CH3:4])=[O:2]. Procedure details: 7.8 g of tert.-butyl 5-(2-carbomethoxyethylthio)-1,3-thiazol-4-ylcarboxylate are stirred in a mixture of 100 ml of trifluoroacetic acid and 100 ml of methylene ohloride at room temperature for 30 min. The solvent is removed in vacuo, and the residue is extracted by stirring with 100 ml of ether/petroleum ether (50°-70° C.) 1/1. After filtration and drying, 6.2 g of melting point 112°-116° C. are obtained, melting point 120°-121° C. after recrystallization from ethyl acetate.